Dataset: the Open Reaction Database (ORD), a public repository of structured organic reaction records. Task: describe an organic reaction: reactants, conditions, products, and yield Reported procedure: The example 13 was prepared form the reaction of piperazino derivative 2 and 4-(trifluoromethyl)benzoyl chloride by following the similar procedure described for the example 12. Starting materials: FC1=C(C=CC(=C1)F)[C@@](CN1N=CN=C1)([C@@H](C)N1CCNCC1)O ((2R,3R)-2-(2,4-difluorophenyl)-3-(piperazin-1-yl)-1-(1H-1,2,4-triazol-1-yl)butan-2-ol), FC(C1=CC=C(C(=O)Cl)C=C1)(F)F (4-(trifluoromethyl)benzoyl chloride). Product: FC1=C(C=CC(=C1)F)[C@@](CN1N=CN=C1)([C@@H](C)N1CCN(CC1)C(C1=CC=C(C=C1)C(F)(F)F)=O)O ((2R,3R)-2-(2,4-Difluorophenyl)-1 (1H-1,2,4-triazol-1-yl)-3-[4-(4-trifluoromethylbenzoyl)piperazin-1-yl]butan-2-ol). Reaction SMILES: [F:1][C:2]1[CH:7]=[C:6]([F:8])[CH:5]=[CH:4][C:3]=1[C@:9]([OH:24])([C@H:16]([N:18]1[CH2:23][CH2:22][NH:21][CH2:20][CH2:19]1)[CH3:17])[CH2:10][N:11]1[CH:15]=[N:14][CH:13]=[N:12]1.[F:25][C:26]([F:37])([F:36])[C:27]1[CH:35]=[CH:34][C:30]([C:31](Cl)=[O:32])=[CH:29][CH:28]=1>>[F:1][C:2]1[CH:7]=[C:6]([F:8])[CH:5]=[CH:4][C:3]=1[C@:9]([OH:24])([C@H:16]([N:18]1[CH2:19][CH2:20][N:21]([C:31](=[O:32])[C:30]2[CH:34]=[CH:35][C:27]([C:26]([F:25])([F:36])[F:37])=[CH:28][CH:29]=2)[CH2:22][CH2:23]1)[CH3:17])[CH2:10][N:11]1[CH:15]=[N:14][CH:13]=[N:12]1. Procedure: 4N aqueous sodium hydroxide solution (100 cc) is added to a solution of (3aRS,7aRS)-7,7-diphenyl-4-perhydroisoindolone hydrochloride (16.6 g) in dichloromethane (250 cc), with stirring; the organic phase is dried over magnesium sulphate and filtered and the filtrate is concentrated to dryness under reduced pressure (4 kPa). (3aRS,7aRS)-7,7-diphenyl-4-perhydroisoindolone (13 g) is obtained in the form of a white meringue. Isolated yield 88.1%. Product: C1(=CC=CC=C1)C1(CCC(C2CNCC12)=O)C1=CC=CC=C1 ((3aRS,7aRS)-7,7-diphenyl-4-perhydroisoindolone). As a reaction SMILES: [OH-].[Na+].Cl.[C:4]1([C:10]2([C:20]3[CH:25]=[CH:24][CH:23]=[CH:22][CH:21]=3)[CH:18]3[CH:14]([CH2:15][NH:16][CH2:17]3)[C:13](=[O:19])[CH2:12][CH2:11]2)[CH:9]=[CH:8][CH:7]=[CH:6][CH:5]=1>ClCCl>[C:20]1([C:10]2([C:4]3[CH:9]=[CH:8][CH:7]=[CH:6][CH:5]=3)[CH:18]3[CH:14]([CH2:15][NH:16][CH2:17]3)[C:13](=[O:19])[CH2:12][CH2:11]2)[CH:21]=[CH:22][CH:23]=[CH:24][CH:25]=1 |f:0.1,2.3|. Starting materials: [OH-].[Na+] (sodium hydroxide), Cl.C1(=CC=CC=C1)C1(CCC(C2CNCC12)=O)C1=CC=CC=C1 ((3aRS,7aRS)-7,7-diphenyl-4-perhydroisoindolone hydrochloride). Run in ClCCl (dichloromethane). Product: C1(CC1)C(CC(=O)O)C1=NC=NC(=C1)N(C)CC1=NC(=C(C=C1)C1=C(C=CC(=C1)OC)F)OCC(C)C (3-cyclopropyl-3-(6-(((5-(2-fluoro-5-methoxyphenyl)-6-isobutoxypyridin-2-yl)methyl)(methyl)amino)pyrimidin-4-yl)propanoic acid). Run in CO (methanol). Run at temperature 50 celsius, time 3 hour. Starting materials: C1(CC1)C(CC(=O)OCC)C1=NC=NC(=C1)N(C)CC1=NC(=C(C=C1)C1=C(C=CC(=C1)OC)F)OCC(C)C (ethyl 3-cyclopropyl-3-(6-(((5-(2-fluoro-5-methoxyphenyl)-6-isobutoxypyridin-2-yl)methyl)(methyl)amino)pyrimidin-4-yl)propanoate), [OH-].[Na+] (sodium hydroxide), Cl (Hydrochloric acid). The yield is 70.3%. Reaction SMILES: [CH:1]1([CH:4]([C:11]2[CH:16]=[C:15]([N:17]([CH2:19][C:20]3[CH:25]=[CH:24][C:23]([C:26]4[CH:31]=[C:30]([O:32][CH3:33])[CH:29]=[CH:28][C:27]=4[F:34])=[C:22]([O:35][CH2:36][CH:37]([CH3:39])[CH3:38])[N:21]=3)[CH3:18])[N:14]=[CH:13][N:12]=2)[CH2:5][C:6]([O:8]CC)=[O:7])[CH2:3][CH2:2]1.[OH-].[Na+].Cl>CO>[CH:1]1([CH:4]([C:11]2[CH:16]=[C:15]([N:17]([CH2:19][C:20]3[CH:25]=[CH:24][C:23]([C:26]4[CH:31]=[C:30]([O:32][CH3:33])[CH:29]=[CH:28][C:27]=4[F:34])=[C:22]([O:35][CH2:36][CH:37]([CH3:39])[CH3:38])[N:21]=3)[CH3:18])[N:14]=[CH:13][N:12]=2)[CH2:5][C:6]([OH:8])=[O:7])[CH2:3][CH2:2]1 |f:1.2|. Procedure: To a solution of ethyl 3-cyclopropyl-3-(6-(((5-(2-fluoro-5-methoxyphenyl)-6-isobutoxypyridin-2-yl)methyl)(methyl)amino)pyrimidin-4-yl)propanoate (30 mg) in methanol (3.0 mL) was added 1N aqueous sodium hydroxide solution (0.17 mL), and the mixture was stirred at 50° C. for 3 hr. 1N Hydrochloric acid was added, and the reaction mixture was extracted with ethyl acetate. The extract was washed with saturated brine, and dried over anhydrous sodium sulfate. The solvent was evaporated under reduced pr... Reactants: NC[C@@H]1[C@H]2CC(C[C@H]2CN1C(=O)C=1N=C(SC1C=1C=C(C=CC1)C)C)C ([(1S,2S,5R)-2-aminomethyl-7-methyl-3-aza-bicyclo[3.3.0]oct-3-yl]-(2-methyl-5-m-tolyl-thiazol-4-yl)-methanone), CC1=CC(=NC=C1)C(=O)O (4-methyl-pyridine-2-carboxylic acid). The product is CC1C[C@H]2CN([C@@H]([C@H]2C1)CNC(=O)C1=NC=CC(=C1)C)C(=O)C=1N=C(SC1C=1C=C(C=CC1)C)C (4-Methyl-pyridine-2-carboxylic acid-(1S,2S,5R)-[7-methyl-3-(2-methyl-5-m-tolyl-thiazole-4-carbonyl)-3-aza-bicyclo[3.3.0]oct-2-ylmethyl]-amide). RXN SMILES: [NH2:1][CH2:2][C@H:3]1[N:10]([C:11]([C:13]2[N:14]=[C:15]([CH3:25])[S:16][C:17]=2[C:18]2[CH:19]=[C:20]([CH3:24])[CH:21]=[CH:22][CH:23]=2)=[O:12])[CH2:9][C@H:8]2[C@@H:4]1[CH2:5][CH:6]([CH3:26])[CH2:7]2.[CH3:27][C:28]1[CH:33]=[CH:32][N:31]=[C:30]([C:34](O)=[O:35])[CH:29]=1>>[CH3:26][CH:6]1[CH2:5][C@H:4]2[C@H:8]([CH2:9][N:10]([C:11]([C:13]3[N:14]=[C:15]([CH3:25])[S:16][C:17]=3[C:18]3[CH:19]=[C:20]([CH3:24])[CH:21]=[CH:22][CH:23]=3)=[O:12])[C@@H:3]2[CH2:2][NH:1][C:34]([C:30]2[CH:29]=[C:28]([CH3:27])[CH:33]=[CH:32][N:31]=2)=[O:35])[CH2:7]1. Procedure: prepared by reaction of [(1S,2S,5R)-2-aminomethyl-7-methyl-3-aza-bicyclo[3.3.0]oct-3-yl]-(2-methyl-5-m-tolyl-thiazol-4-yl)-methanone with 4-methyl-pyridine-2-carboxylic acid.